This data is from the Open Reaction Database (ORD), a public repository of structured organic reaction records. The task is: describe an organic reaction: reactants, conditions, products, and yield Reactants: CN1CCC(CC1)C(C1=C(C=CC=C1F)F)=O (1-methyl-4-(2,6-difluorobenzoyl) piperidine), [OH-].[K+] (potassium hydroxide), Cl.NO (hydroxylamine hydrochloride), C(C)(C)O (isopropanol), hydrochloric acid-ether. Run in O (water), O (water), CCOCC (ether). Reaction conditions: time 8 hour. Product: Cl.FC1=CC=CC2=C1C(=NO2)C2CCN(CC2)C (4-Fluoro-3-(1-methyl-4-piperidyl)-1,2-benzisoxazole hydrochloride). Yield: 10.4%. RXN SMILES: [CH3:1][N:2]1[CH2:7][CH2:6][CH:5]([C:8](=O)[C:9]2[C:14]([F:15])=[CH:13][CH:12]=[CH:11][C:10]=2F)[CH2:4][CH2:3]1.[OH-:18].[K+].[ClH:20].[NH2:21]O.C(O)(C)C>CCOCC.O>[ClH:20].[F:15][C:14]1[C:9]2[C:8]([CH:5]3[CH2:6][CH2:7][N:2]([CH3:1])[CH2:3][CH2:4]3)=[N:21][O:18][C:10]=2[CH:11]=[CH:12][CH:13]=1 |f:1.2,3.4,8.9|. Procedure details: A stirred mixture of 209 g of 1-methyl-4-(2,6-difluorobenzoyl) piperidine, 400 g of potassium hydroxide, 102 g of hydroxylamine hydrochloride, 2100 ml of isopropanol and 2100 ml of water was refluxed for 10 hrs and then stirred overnight at ambient temperature. The reaction mixture was poured into water and extracted with hexane. The hexane extracts were dried over anhydrous magnesium sulfate, filtered and the solvent was removed in vacuo to yield a solid. The solid was purified by passing it th... Starting materials: C(C)(C)(C)OC(=O)N1CSC[C@H]1C(=O)N ((4R)-3-(tert-Butyloxycarbonyl)thiazolidine-4-carboxamide), Cl.O1CCOCC1 (HCl dioxan). The product is Cl.S1CN[C@@H](C1)C(=O)N ((4R)-Thiazolidine-4-carboxamide hydrochloride). Yield: 99.0%. Reaction SMILES: C(OC([N:8]1[C@H:12]([C:13]([NH2:15])=[O:14])[CH2:11][S:10][CH2:9]1)=O)(C)(C)C.[ClH:16].O1CCOCC1>>[ClH:16].[S:10]1[CH2:11][C@@H:12]([C:13]([NH2:15])=[O:14])[NH:8][CH2:9]1 |f:1.2,3.4|. Procedure details: (4R)-3-(tert-Butyloxycarbonyl)thiazolidine-4-carboxamide (8.6 g, 37.1 mmol) was dissolved in 4M HCl/dioxan (50 ml). After 1 h at room temperature the solvent was evaporated in vacuo to give a white solid identified as the title compound (6.2 g, 36.8 mmol, 99%). Reactants: [Si](C)(C)(C(C)(C)C)O[C@H]1C[C@@H](CC2=CC=C3[C@@H]4CC=C([C@@H](C)O)[C@]4(CC[C@@H]3[C@@]12C)C)O[Si](C)(C)C(C)(C)C (1α,3β-bis(tert-butyldimethylsilyloxy)-20(R)-hydroxypregna-5,7,16-triene), [H-].[Na+] (sodium hydride), 15-crown-5(10 μl), BrCC#CC(CC)(O[Si](CC)(CC)CC)CC (1-bromo-4-ethyl-4-triethylsilyloxy-2-hexyne). Run in O1CCCC1 (tetrahydrofuran). The product is [Si](C)(C)(C(C)(C)C)O[C@H]1C[C@@H](CC2=CC=C3[C@@H]4CC=C([C@@H](C)OCC#CC(CC)(O[Si](CC)(CC)CC)CC)[C@]4(CC[C@@H]3[C@@]12C)C)O[Si](C)(C)C(C)(C)C (1α,3β-bis(tert-Butyldimethylsilyloxy)-20(R)-(4-ethyl-4-triethylsilyloxy-2-hexynyloxy)pregna-5,7,16-triene). The yield is 71.9%. As a reaction SMILES: [Si:1]([O:8][C@@H:9]1[C@@:28]2([CH3:29])[C:13](=[CH:14][CH:15]=[C:16]3[C@@H:27]2[CH2:26][CH2:25][C@@:24]2([CH3:30])[C@H:17]3[CH2:18][CH:19]=[C:20]2[C@H:21]([OH:23])[CH3:22])[CH2:12][C@@H:11]([O:31][Si:32]([C:35]([CH3:38])([CH3:37])[CH3:36])([CH3:34])[CH3:33])[CH2:10]1)([C:4]([CH3:7])([CH3:6])[CH3:5])([CH3:3])[CH3:2].[H-].[Na+].Br[CH2:42][C:43]#[C:44][C:45]([CH2:56][CH3:57])([O:48][Si:49]([CH2:54][CH3:55])([CH2:52][CH3:53])[CH2:50][CH3:51])[CH2:46][CH3:47]>O1CCCC1>[Si:1]([O:8][C@@H:9]1[C@@:28]2([CH3:29])[C:13](=[CH:14][CH:15]=[C:16]3[C@@H:27]2[CH2:26][CH2:25][C@@:24]2([CH3:30])[C@H:17]3[CH2:18][CH:19]=[C:20]2[C@H:21]([O:23][CH2:42][C:43]#[C:44][C:45]([CH2:56][CH3:57])([O:48][Si:49]([CH2:54][CH3:55])([CH2:50][CH3:51])[CH2:52][CH3:53])[CH2:46][CH3:47])[CH3:22])[CH2:12][C@@H:11]([O:31][Si:32]([C:35]([CH3:37])([CH3:36])[CH3:38])([CH3:33])[CH3:34])[CH2:10]1)([C:4]([CH3:7])([CH3:6])[CH3:5])([CH3:3])[CH3:2] |f:1.2|. Reported procedure: Under the same conditions as in Example 83, 1α,3β-bis(tert-butyldimethylsilyloxy)-20(R)-hydroxypregna-5,7,16-triene (58.9 mg, 0.105 mmol), sodium hydride (60%, 21.0 mg, 0.525 mmol), 15-crown-5(10 μl) and 1-bromo-4-ethyl-4-triethylsilyloxy-2-hexyne (134 mg, 0.420 mmol) were reacted in tetrahydrofuran (1 ml) and worked up, and then the residue was purified by preparative thin layer chromatography (0.5 mm×2, hexane:ethyl acetate=19:1, developed once) to give the title compound as a colorless oil (6...